This data is from the Open Reaction Database (ORD), a public repository of structured organic reaction records. The task is: describe an organic reaction: reactants, conditions, products, and yield The reactants are P(=O)(Br)(Br)Br (Phosphorus oxybromide), C1(CC1)C=1C(N(C=CC1O)CC1CC1)=O (3-Cyclopropyl-1-cyclopropylmethyl-4-hydroxy-1H-pyridin-2-one). Run in CN(C)C=O (DMF). Run at temperature 110 celsius. Product: BrC1=C(C(N(C=C1)CC1CC1)=O)C1CC1 (4-Bromo-3-cyclopropyl-1-cyclopropylmethyl-1H-pyridin-2-one). RXN SMILES: P(Br)(Br)([Br:3])=O.[CH:6]1([C:9]2[C:10](=[O:20])[N:11]([CH2:16][CH:17]3[CH2:19][CH2:18]3)[CH:12]=[CH:13][C:14]=2O)[CH2:8][CH2:7]1>CN(C=O)C>[Br:3][C:14]1[CH:13]=[CH:12][N:11]([CH2:16][CH:17]2[CH2:19][CH2:18]2)[C:10](=[O:20])[C:9]=1[CH:6]1[CH2:8][CH2:7]1. Procedure details: Phosphorus oxybromide (2.4 g, 8.28 mmol) was added to a solution of intermediate D35 (0.85 g, 4.14 mmol) in DMF (60 ml), and the mixture was heated at 110° C. for 1 hour. After cooling in an ice bath, the solution was partitioned between water and EtOAc. The mixture was extracted with EtOAc (3×200 ml), the combined organic fractions were dried (Na2SO4) and the solvent evaporated in vacuo. The crude product was purified by column chromatography (silica gel; DCM as eluent). The desired fractions w... Yield: 63.0%. Procedure: To a stirred suspension of 271 (150 mg, 0.302 mmol) and DIPEA (123 μL, 0.707 mmol) in DMF (10 mL) was added methyl succinyl chloride (65 μl, 0.53 mmol). The reaction mixture was stirred at RT for 2.5 days. Water was added and the reaction mixture was extracted with DCM. The organic layer was successively washed with brine, dried over anhydrous sodium sulfate, filtered and concentrated. The residue was purified by Biotage (SNAP 80 g cartridge; MeOH/DCM: 0/100 to 10/90 over 20 CV), to afford the t... Reaction conditions: time 2.5 day. The product is C1(CC1)NC(NC1=CC(=C(OC2=C3C(=NC=C2)C=C(S3)C3=CCN(CC3)C(CCC(=O)OC)=O)C=C1)F)=O (Methyl 4-(4-(7-(4-(3-cyclopropylureido)-2-fluorophenoxy)thieno[3,2-b]pyridin-2-yl)-5,6-dihydropyridin-1(2H)-yl)-4-oxobutanoate). The reactants are O (Water), Cl.Cl.C1(CC1)NC(=O)NC1=CC(=C(C=C1)OC1=C2C(=NC=C1)C=C(S2)C=2CCNCC2)F (1-Cyclopropyl-3-(3-fluoro-4-(2-(1,2,3,6-tetrahydropyridin-4-yl)thieno[3,2-b]pyridin-7-yloxy)phenyl)urea di-hydrochloride salt), CCN(C(C)C)C(C)C (DIPEA), CN(C)C=O (DMF), CC(C(=O)Cl)CC(=O)Cl (methyl succinyl chloride). As a reaction SMILES: Cl.Cl.[CH:3]1([NH:6][C:7]([NH:9][C:10]2[CH:15]=[CH:14][C:13]([O:16][C:17]3[CH:22]=[CH:21][N:20]=[C:19]4[CH:23]=[C:24]([C:26]5[CH2:27][CH2:28][NH:29][CH2:30][CH:31]=5)[S:25][C:18]=34)=[C:12]([F:32])[CH:11]=2)=[O:8])[CH2:5][CH2:4]1.CCN([CH:39]([CH3:41])[CH3:40])C(C)C.CC(C[C:48](Cl)=[O:49])C(Cl)=O.[OH2:51].CN([CH:55]=[O:56])C>>[CH:3]1([NH:6][C:7](=[O:8])[NH:9][C:10]2[CH:15]=[CH:14][C:13]([O:16][C:17]3[CH:22]=[CH:21][N:20]=[C:19]4[CH:23]=[C:24]([C:26]5[CH2:27][CH2:28][N:29]([C:48](=[O:49])[CH2:41][CH2:39][C:40]([O:56][CH3:55])=[O:51])[CH2:30][CH:31]=5)[S:25][C:18]=34)=[C:12]([F:32])[CH:11]=2)[CH2:5][CH2:4]1 |f:0.1.2|.